Dataset: the Open Reaction Database (ORD), a public repository of structured organic reaction records. Task: describe an organic reaction: reactants, conditions, products, and yield Starting materials: ClC=1C=C(C=CC1F)C1=CN=C2N1C=CC(=C2F)C(C)(C)O (2-[3-(3-Chloro-4-fluorophenyl)-8-fluoroimidazo[1,2-α]pyridin-7-yl]-propan-2-ol), FC1=C(C=CC(=C1)F)B(O)O (2,4-difluorobenzeneboronic acid). Product: FC=1C=2N(C=CC1C(C)(C)O)C(=CN2)C=2C=CC(=C(C2)C2=C(C=C(C=C2)F)F)F (2-[8-fluoro-3-(2,2′,4′-trifluorobiphenyl-5-yl)-imidazo[1,2-α]pyridin-7-yl]propan-2-ol). Yield: 2.0%. Reaction SMILES: Cl[C:2]1[CH:3]=[C:4]([C:9]2[N:13]3[CH:14]=[CH:15][C:16]([C:19]([OH:22])([CH3:21])[CH3:20])=[C:17]([F:18])[C:12]3=[N:11][CH:10]=2)[CH:5]=[CH:6][C:7]=1[F:8].[F:23][C:24]1[CH:29]=[C:28]([F:30])[CH:27]=[CH:26][C:25]=1B(O)O>>[F:18][C:17]1[C:12]2[N:13]([C:9]([C:4]3[CH:5]=[CH:6][C:7]([F:8])=[C:2]([C:27]4[CH:26]=[CH:25][C:24]([F:23])=[CH:29][C:28]=4[F:30])[CH:3]=3)=[CH:10][N:11]=2)[CH:14]=[CH:15][C:16]=1[C:19]([OH:22])([CH3:21])[CH3:20]. Procedure: 2-[3-(3-Chloro-4-fluorophenyl)-8-fluoroimidazo[1,2-α]pyridin-7-yl]-propan-2-ol and 2,4-difluorobenzeneboronic acid were coupled in the same way as in Example 30 to give 2-[8-fluoro-3-(2,2′,4′-trifluorobiphenyl-5-yl)-imidazo[1,2-α]pyridin-7-yl]propan-2-ol as an off-white solid (3 mg, 2%): δH (400 MHz, d6-DMSO) 1.56 (6H, s), 7.18-7.23 (2H, m), 7.34 (1H, t, J 8), 7.51 (1H, t, J 9), 7.61-7.69 (2H, m), 7.73-7.77 (2H, m), 8.36 (1H, dd, J 7 and 3); m/z (ES+) 401 [MH+]. The reactants are C1=CCCCC1, CC(C)O, CCOC(=O)CC(C)(C)Cc1ccc(OCCCNc2cccc[n+]2[O-])c(F)c1. The product is CCOC(=O)CC(C)(C)Cc1ccc(OCCCNc2ccccn2)c(F)c1. As a reaction SMILES: [CH2:30]1[CH2:31][CH:32]=[CH:33][CH2:34][CH2:35]1.[CH3:36][CH:37]([OH:38])[CH3:39].[F:1][c:2]1[cH:3][c:4]([CH2:20][C:21]([CH2:22][C:23](=[O:24])[O:25][CH2:26][CH3:27])([CH3:28])[CH3:29])[cH:5][cH:6][c:7]1[O:8][CH2:9][CH2:10][CH2:11][NH:12][c:13]1[n+:14]([O-:19])[cH:15][cH:16][cH:17][cH:18]1>>[F:1][c:2]1[cH:3][c:4]([CH2:20][C:21]([CH2:22][C:23](=[O:24])[O:25][CH2:26][CH3:27])([CH3:28])[CH3:29])[cH:5][cH:6][c:7]1[O:8][CH2:9][CH2:10][CH2:11][NH:12][c:13]1[n:14][cH:15][cH:16][cH:17][cH:18]1. Yields the product [Si](C)(C)(C(C)(C)C)OCCOC1=CC=C(C=C1)NC1=NC=C(C(=N1)NC=1C=C(C=CC1)NC(=O)C1OC1)F (N-(3-((2-((4-(2-((tert-butyldimethylsilyl)oxy)ethoxy)phenyl)amino)-5-fluoropyrimidin-4-yl)amino)phenyl)oxirane-2-carboxamide). Procedure: To a solution of 3-((3-((2-((4-(2-((tert-butyldimethylsilyl)oxy)ethoxy)phenyl)amino)-5-fluoropyrimidin-4-yl)amino)phenyl)amino)-2-hydroxy-3-oxopropyl methanesulfonate (0.240 g) in THF was added NaH (0.018 g) and the reaction mixture was stirred at room temperature for 30 min. The reaction was monitored on TLC using CHCl3:methanol (9:1) as mobile phase. After completion, the reaction mixture was poured into water and extracted with ethyl acetate. The organic layer was dried over sodium sulfate an... The solvent is C1CCOC1 (THF). Conditions: time 30 minute. The reactants are CS(=O)(=O)OCC(C(=O)NC1=CC(=CC=C1)NC1=NC(=NC=C1F)NC1=CC=C(C=C1)OCCO[Si](C)(C)C(C)(C)C)O (3-((3-((2-((4-(2-((tert-butyldimethylsilyl)oxy)ethoxy)phenyl)amino)-5-fluoropyrimidin-4-yl)amino)phenyl)amino)-2-hydroxy-3-oxopropyl methanesulfonate), [H-].[Na+] (NaH), O (water), C(Cl)(Cl)Cl.CO (CHCl3 methanol). As a reaction SMILES: CS(O[CH2:6][CH:7]([OH:43])[C:8]([NH:10][C:11]1[CH:16]=[CH:15][CH:14]=[C:13]([NH:17][C:18]2[C:23]([F:24])=[CH:22][N:21]=[C:20]([NH:25][C:26]3[CH:31]=[CH:30][C:29]([O:32][CH2:33][CH2:34][O:35][Si:36]([C:39]([CH3:42])([CH3:41])[CH3:40])([CH3:38])[CH3:37])=[CH:28][CH:27]=3)[N:19]=2)[CH:12]=1)=[O:9])(=O)=O.[H-].[Na+].C(Cl)(Cl)Cl.CO.O>C1COCC1>[Si:36]([O:35][CH2:34][CH2:33][O:32][C:29]1[CH:28]=[CH:27][C:26]([NH:25][C:20]2[N:19]=[C:18]([NH:17][C:13]3[CH:12]=[C:11]([NH:10][C:8]([CH:7]4[CH2:6][O:43]4)=[O:9])[CH:16]=[CH:15][CH:14]=3)[C:23]([F:24])=[CH:22][N:21]=2)=[CH:31][CH:30]=1)([C:39]([CH3:40])([CH3:42])[CH3:41])([CH3:37])[CH3:38] |f:1.2,3.4|. Isolated yield 78.5%.